The task is: describe an organic reaction: reactants, conditions, products, and yield. This data is from the Open Reaction Database (ORD), a public repository of structured organic reaction records. Starting materials: O=C(O)c1cn(C2CC2)c2cc(F)c(F)cc2c1=O, C1CC2CNC(C1)CN2, C1CCC2=NCCCN2CC1, c1ccncc1. Yields the product O=C(O)c1cn(C2CC2)c2cc(N3CC4CCCC3CN4)c(F)cc2c1=O. Reaction SMILES: [CH:1]1([n:4]2[cH:5][c:6]([C:17](=[O:18])[OH:19])[c:7](=[O:16])[c:8]3[cH:9][c:10]([F:15])[c:11]([F:14])[cH:12][c:13]23)[CH2:2][CH2:3]1.[CH:20]12[CH2:21][CH2:22][CH2:23][CH:24]([NH:25][CH2:26]1)[CH2:27][NH:28]2.[N:29]12[CH2:30][CH2:31][CH2:32][N:33]=[C:34]1[CH2:35][CH2:36][CH2:37][CH2:38][CH2:39]2.[cH:40]1[cH:41][cH:42][n:43][cH:44][cH:45]1>>[CH:1]1([n:4]2[cH:5][c:6]([C:17](=[O:18])[OH:19])[c:7](=[O:16])[c:8]3[cH:9][c:10]([F:15])[c:11]([N:25]4[CH:24]5[CH2:23][CH2:22][CH2:21][CH:20]([CH2:26]4)[NH:28][CH2:27]5)[cH:12][c:13]23)[CH2:2][CH2:3]1. The reactants are C(C=C)Br (Allyl bromide), IC=1C(=C(C=C(C=O)C1)OC)O (5-iodovanillin), C([O-])([O-])=O.[K+].[K+] (potassium carbonate). Run in CN(C)C=O (DMF). Conditions: time 1 hour. Yields the product C(C=C)OC1=C(C=C(C=O)C=C1I)OC (4-allyloxy-5-iodo-3-methoxybenzaldehyde). As a reaction SMILES: [CH2:1](Br)[CH:2]=[CH2:3].[I:5][C:6]1[C:7]([OH:16])=[C:8]([O:14][CH3:15])[CH:9]=[C:10]([CH:13]=1)[CH:11]=[O:12].C(=O)([O-])[O-].[K+].[K+]>CN(C=O)C>[CH2:1]([O:16][C:7]1[C:6]([I:5])=[CH:13][C:10]([CH:11]=[O:12])=[CH:9][C:8]=1[O:14][CH3:15])[CH:2]=[CH2:3] |f:2.3.4|. Procedure: Allyl bromide (27.5 ml, 0.32 mol) was added to a solution of 5-iodovanillin (50.0 g, 0.18 mol) in DMF (200 ml) containing potassium carbonate (48 g, 0.35 mol) at 80° C. The mixture was stirred at this temperature for 1 hour, filtered, and the filtrate was evaporated to a residue, which was purified by HPLC (hexane-ethyl acetate, 4:1, v/v) to give 4-allyloxy-5-iodo-3-methoxybenzaldehyde. The solvent is CN(C=O)C (dimethylformamide). The product is ClC1=C(C(=O)OC(C)C)C=C(C(=C1)F)N1C(N(C(=C(C1=O)F)C)C)=O (isopropyl 2-chloro-4-fluoro-5-[3,6-dihydro-3,4-dimethyl-5-fluoro-2,6-dioxo-1(2H)-pyrimidinyl]-benzoate). Procedure details: using isopropyl 2-chloro-4-fluoro-5-[3,6-dihydro-5-fluoro-4-methyl-2,6-dioxo-1(2H)-pyrimidinyl]-benzoate and dimethyl sulphate in dimethylformamide there is obtained isopropyl 2-chloro-4-fluoro-5-[3,6-dihydro-3,4-dimethyl-5-fluoro-2,6-dioxo-1(2H)-pyrimidinyl]-benzoate, m.p. 112°-115° C., RXN SMILES: [Cl:1][C:2]1[CH:13]=[C:12]([F:14])[C:11]([N:15]2[C:20](=[O:21])[C:19]([F:22])=[C:18]([CH3:23])[NH:17][C:16]2=[O:24])=[CH:10][C:3]=1[C:4]([O:6][CH:7]([CH3:9])[CH3:8])=[O:5].S(OC)(O[CH3:29])(=O)=O>CN(C)C=O>[Cl:1][C:2]1[CH:13]=[C:12]([F:14])[C:11]([N:15]2[C:20](=[O:21])[C:19]([F:22])=[C:18]([CH3:23])[N:17]([CH3:29])[C:16]2=[O:24])=[CH:10][C:3]=1[C:4]([O:6][CH:7]([CH3:9])[CH3:8])=[O:5]. Reactants: ClC1=C(C(=O)OC(C)C)C=C(C(=C1)F)N1C(NC(=C(C1=O)F)C)=O (isopropyl 2-chloro-4-fluoro-5-[3,6-dihydro-5-fluoro-4-methyl-2,6-dioxo-1(2H)-pyrimidinyl]-benzoate), S(=O)(=O)(OC)OC (dimethyl sulphate).